This data is from the Open Reaction Database (ORD), a public repository of structured organic reaction records. The task is: describe an organic reaction: reactants, conditions, products, and yield Reactants: CS(=O)(=O)Cl, ClCCl, COc1cccc2c1nc(C(F)F)n2-c1nc(N2CCNCC2)cc(N2CCOCC2)n1, [K+], [K+], O=C([O-])[O-], O. Product: COc1cccc2c1nc(C(F)F)n2-c1nc(N2CCOCC2)cc(N2CCN(S(C)(=O)=O)CC2)n1. RXN SMILES: [CH3:39][S:40]([Cl:41])(=[O:42])=[O:43].[Cl:45][CH2:46][Cl:47].[F:1][CH:2]([c:3]1[n:4][c:5]2[c:6]([n:7]1-[c:8]1[n:9][c:10]([N:20]3[CH2:21][CH2:22][NH:23][CH2:24][CH2:25]3)[cH:11][c:12]([N:14]3[CH2:15][CH2:16][O:17][CH2:18][CH2:19]3)[n:13]1)[cH:26][cH:27][cH:28][c:29]2[O:30][CH3:31])[F:32].[K+:33].[K+:34].[O-:35][C:36]([O-:37])=[O:38].[OH2:44]>>[F:1][CH:2]([c:3]1[n:4][c:5]2[c:6]([n:7]1-[c:8]1[n:9][c:10]([N:20]3[CH2:21][CH2:22][N:23]([S:40]([CH3:39])(=[O:42])=[O:43])[CH2:24][CH2:25]3)[cH:11][c:12]([N:14]3[CH2:15][CH2:16][O:17][CH2:18][CH2:19]3)[n:13]1)[cH:26][cH:27][cH:28][c:29]2[O:30][CH3:31])[F:32]. Reactants: O1C=C(C=C1)C1=NC2=CC=C(C=C2N=C1N1[C@H](CCC1)C)C(=O)OC (methyl 2-(furan-3-yl)-3-[(2S)-2-methylpyrrolidin-1-yl]quinoxaline-6-carboxylate), [OH-].[Na+] (sodium hydroxide). Run in CO (methanol), O (water). Reaction conditions: time 8 hour. The product is O1C=C(C=C1)C1=NC2=CC=C(C=C2N=C1N1[C@H](CCC1)C)C(=O)O (2-(furan-3-yl)-3-[(2S)-2-methylpyrrolidin-1-yl]quinoxaline-6-carboxylic acid). Isolated yield 67.5%. RXN SMILES: [O:1]1[CH:5]=[CH:4][C:3]([C:6]2[C:15]([N:16]3[CH2:20][CH2:19][CH2:18][C@@H:17]3[CH3:21])=[N:14][C:13]3[C:8](=[CH:9][CH:10]=[C:11]([C:22]([O:24]C)=[O:23])[CH:12]=3)[N:7]=2)=[CH:2]1.[OH-].[Na+]>CO.O>[O:1]1[CH:5]=[CH:4][C:3]([C:6]2[C:15]([N:16]3[CH2:20][CH2:19][CH2:18][C@@H:17]3[CH3:21])=[N:14][C:13]3[C:8](=[CH:9][CH:10]=[C:11]([C:22]([OH:24])=[O:23])[CH:12]=3)[N:7]=2)=[CH:2]1 |f:1.2|. Procedure details: To a solution of methyl 2-(furan-3-yl)-3-[(2S)-2-methylpyrrolidin-1-yl]quinoxaline-6-carboxylate (111 mg, 0.33 mmol) in methanol (20 mL) and water (1.0 mL) was added sodium hydroxide (52.9 mg, 1.32 mmol) with stirring overnight at room temperature. The reaction mixture was concentrated in vacuo, dissolved in water (10 mL), adjusted pH to 4 with HCl (3N) to give the precipitate, which was collected by filtration to afford 2-(furan-3-yl)-3-[(2S)-2-methylpyrrolidin-1-yl]quinoxaline-6-carboxylic aci... The reactants are BrC1=C(N)C=CC(=C1)CCCCCC (2-bromo-4-(n-hexyl)aniline), C1(=CC=CC=C1)B(O)O (benzene boronic acid). Yields the product C1(=CC=CC=C1)C1=C(N)C=CC(=C1)CCCCCC (2-phenyl-4-(n-hexyl)aniline). As a reaction SMILES: Br[C:2]1[CH:8]=[C:7]([CH2:9][CH2:10][CH2:11][CH2:12][CH2:13][CH3:14])[CH:6]=[CH:5][C:3]=1[NH2:4].[C:15]1(B(O)O)[CH:20]=[CH:19][CH:18]=[CH:17][CH:16]=1>>[C:15]1([C:2]2[CH:8]=[C:7]([CH2:9][CH2:10][CH2:11][CH2:12][CH2:13][CH3:14])[CH:6]=[CH:5][C:3]=2[NH2:4])[CH:20]=[CH:19][CH:18]=[CH:17][CH:16]=1. Procedure details: 2-bromo-4-(n-hexyl)aniline and benzene boronic acid can be combined to form 2-phenyl-4-(n-hexyl)aniline, Starting materials: CC12CCC(C1)C(C)(C)C2NC(=O)c1ccc(Br)c(S(=O)(=O)N2CCOCC2)c1, CCOC(C)=O, CN(C)CCN. Yields the product CN(C)CCNc1ccc(C(=O)NC2C3(C)CCC(C3)C2(C)C)cc1S(=O)(=O)N1CCOCC1. Reaction SMILES: [Br:1][c:2]1[c:3]([S:21](=[O:22])(=[O:23])[N:24]2[CH2:25][CH2:26][O:27][CH2:28][CH2:29]2)[cH:4][c:5]([C:6](=[O:7])[NH:8][CH:9]2[C:10]3([CH3:18])[CH2:11][CH2:12][CH:13]([C:14]2([CH3:15])[CH3:16])[CH2:17]3)[cH:19][cH:20]1.[CH3:30][CH2:31][O:32][C:33](=[O:34])[CH3:35].[CH3:36][N:37]([CH2:38][CH2:39][NH2:40])[CH3:41]>>[c:2]1([NH:40][CH2:39][CH2:38][N:37]([CH3:36])[CH3:41])[c:3]([S:21](=[O:22])(=[O:23])[N:24]2[CH2:25][CH2:26][O:27][CH2:28][CH2:29]2)[cH:4][c:5]([C:6](=[O:7])[NH:8][CH:9]2[C:10]3([CH3:18])[CH2:11][CH2:12][CH:13]([C:14]2([CH3:15])[CH3:16])[CH2:17]3)[cH:19][cH:20]1. Starting materials: [Al+3], C=CC(=O)OCC, C=CC(=C)CCCCC, Cc1ccccc1, [Cl-], [Cl-], [Cl-]. Yields the product CCCCCC1=CCC(C(=O)OCC)CC1. As a reaction SMILES: [Al+3:9].[C:1]([CH:2]=[CH2:3])(=[O:4])[O:5][CH2:6][CH3:7].[CH2:12]([CH2:13][CH2:14][CH2:15][CH3:16])[C:17](=[CH2:18])[CH:19]=[CH2:20].[CH3:21][c:22]1[cH:23][cH:24][cH:25][cH:26][cH:27]1.[Cl-:10].[Cl-:11].[Cl-:8]>>[C:1]([CH:2]1[CH2:3][CH:18]=[C:17]([CH2:12][CH2:13][CH2:14][CH2:15][CH3:16])[CH2:19][CH2:20]1)(=[O:4])[O:5][CH2:6][CH3:7]. Starting materials: OC=1C=C2CCN(C(C2=CC1)=O)C1=CC=C(C=C1)N1CCN(CCC1)C (6-Hydroxy-2-[4-(4-methyl-[1,4]diazepan-1-yl)-phenyl]-3,4-dihydro-2H-isoquinolin-1-one), O1C[C@@H]1CC ((S)-(−)-1,2-epoxybutane). Yields the product O[C@H](COC=1C=C2CCN(C(C2=CC1)=O)C1=CC=C(C=C1)N1CCN(CCC1)C)CC (6-((S)-2-Hydroxy-butoxy)-2-[4-(4-methyl-[1,4]diazepan-1-yl)-phenyl]-3,4-dihydro-2H-isoquinolin-1-one). RXN SMILES: [OH:1][C:2]1[CH:3]=[C:4]2[C:9](=[CH:10][CH:11]=1)[C:8](=[O:12])[N:7]([C:13]1[CH:18]=[CH:17][C:16]([N:19]3[CH2:25][CH2:24][CH2:23][N:22]([CH3:26])[CH2:21][CH2:20]3)=[CH:15][CH:14]=1)[CH2:6][CH2:5]2.[O:27]1[C@@H:29]([CH2:30][CH3:31])[CH2:28]1>>[OH:27][C@@H:29]([CH2:30][CH3:31])[CH2:28][O:1][C:2]1[CH:3]=[C:4]2[C:9](=[CH:10][CH:11]=1)[C:8](=[O:12])[N:7]([C:13]1[CH:14]=[CH:15][C:16]([N:19]3[CH2:25][CH2:24][CH2:23][N:22]([CH3:26])[CH2:21][CH2:20]3)=[CH:17][CH:18]=1)[CH2:6][CH2:5]2. Reported procedure: 6-Hydroxy-2-[4-(4-methyl-[1,4]diazepan-1-yl)-phenyl]-3,4-dihydro-2H-isoquinolin-1-one and (S)-(−)-1,2-epoxybutane were reacted according to Method T1. In this way the product was obtained with molecular weight 423.56 (C25H33N3O3); MS (ESI): 424 (M+H+). Reaction SMILES: [Br:1][C:2]1[CH:7]=[CH:6][C:5]([C:8]2[O:12][N:11]=[C:10]([CH3:13])[C:9]=2[NH2:14])=[CH:4][CH:3]=1.[O:15]([CH2:22][C:23](=O)[CH3:24])[C:16]1[CH:21]=[CH:20][CH:19]=[CH:18][CH:17]=1>>[Br:1][C:2]1[CH:3]=[CH:4][C:5]([C:8]2[O:12][N:11]=[C:10]([CH3:13])[C:9]=2[NH:14][CH:23]([CH3:24])[CH2:22][O:15][C:16]2[CH:21]=[CH:20][CH:19]=[CH:18][CH:17]=2)=[CH:6][CH:7]=1. Procedure details: Prepared according to the procedure described in Example 24, Step 1, using 5-(4-bromo-phenyl)-3-methyl-isoxazol-4-ylamine and 1-phenoxy-propan-2-one. Yields the product BrC1=CC=C(C=C1)C1=C(C(=NO1)C)NC(COC1=CC=CC=C1)C ([5-(4-Bromo-phenyl)-3-methyl-isoxazol-4-yl]-(1-methyl-2-phenoxy-ethyl)-amine). Starting materials: BrC1=CC=C(C=C1)C1=C(C(=NO1)C)N (5-(4-bromo-phenyl)-3-methyl-isoxazol-4-ylamine), O(C1=CC=CC=C1)CC(C)=O (1-phenoxy-propan-2-one).